This data is from the Open Reaction Database (ORD), a public repository of structured organic reaction records. The task is: describe an organic reaction: reactants, conditions, products, and yield The reactants are CN1CC2=C(NC=3C=CC(=CC23)C)CC1 (2,8-dimethyl-2,3,4,5-tetrahydro-1H-pyrido[4,3-b]indole), BrC=1C=C2C=CC=NC2=CC1 (6-bromoquinoline), [O-]P(=O)([O-])[O-].[K+].[K+].[K+] (K3PO4), N1[C@H](C(=O)O)CCC1 (L-Proline). The reagents and catalysts are [Cu]I (CuI). Solvent: O (water), CN(C)C=O (DMF). Product: CN1CC2=C(N(C=3C=CC(=CC23)C)C=2C=C3C=CC=NC3=CC2)CC1 (2,8-dimethyl-5-quinolin-6-yl-2,3,4,5-tetrahydro-1H-pyrido[4,3-b]indole), solid. Reaction SMILES: [CH3:1][N:2]1[CH2:15][CH2:14][C:5]2[NH:6][C:7]3[CH:8]=[CH:9][C:10]([CH3:13])=[CH:11][C:12]=3[C:4]=2[CH2:3]1.Br[C:17]1[CH:18]=[C:19]2[C:24](=[CH:25][CH:26]=1)[N:23]=[CH:22][CH:21]=[CH:20]2.[O-]P([O-])([O-])=O.[K+].[K+].[K+].N1CCC[C@H]1C(O)=O>CN(C=O)C.O.[Cu]I>[CH3:1][N:2]1[CH2:15][CH2:14][C:5]2[N:6]([C:17]3[CH:18]=[C:19]4[C:24](=[CH:25][CH:26]=3)[N:23]=[CH:22][CH:21]=[CH:20]4)[C:7]3[CH:8]=[CH:9][C:10]([CH3:13])=[CH:11][C:12]=3[C:4]=2[CH2:3]1 |f:2.3.4.5|. Reported procedure: A solution of 2,8-dimethyl-2,3,4,5-tetrahydro-1H-pyrido[4,3-b]indole (0.1 g, 0.5 mmol), 6-bromoquinoline (0.135 mL, 1 mmol), K3PO4 (0.318 g, 1.5 mmol), CuI (9.5 mg, 0.05 mmol) and L-Proline (11.5 mg, 0.1 mmol) in dry DMF (5 mL) was stirred at 150° C. for 24 h. The reaction mixture was diluted with water and extracted with EtOAc. The organic layer was dried over anhydrous sodium sulfate and concentrated under reduced pressure to afford crude material, which was purified by reverse phase HPLC to y... The reactants are CN(C1=C(C(=C(C(=C1F)F)OCC(C(C(C(CO)(F)F)(F)F)(F)F)(F)F)F)F)C (N,N-Dimethyl-4-(6-hydroxy-2,2,3,3,4,4,5,5-octafluorohexyloxy)-2,3,5,6-tetrafluorobenzeneamine), ClC1=C(C=C(C=C1)[N+](=O)[O-])[N+](=O)[O-] (1-chloro-2,4-dinitrobenzene), C([O-])([O-])=O.[K+].[K+] (potassium carbonate). Solvent: CN1CCCC1=O (NMP), O (water). Yields the product CN(C1=C(C(=C(C(=C1F)F)OCC(C(C(C(COC1=C(C=C(C=C1)[N+](=O)[O-])[N+](=O)[O-])(F)F)(F)F)(F)F)(F)F)F)F)C (N,N-dimethyl-4-[6-(2,4-dinitrophenoxy)-2,2,3,3,4,4,5,5-octaflurohexyloxy]-2,3,5,6-tetrafluorobenzeneamine). Yield: 73.2%. As a reaction SMILES: [CH3:1][N:2]([CH3:29])[C:3]1[C:8]([F:9])=[C:7]([F:10])[C:6]([O:11][CH2:12][C:13]([F:26])([F:25])[C:14]([F:24])([F:23])[C:15]([F:22])([F:21])[C:16]([F:20])([F:19])[CH2:17][OH:18])=[C:5]([F:27])[C:4]=1[F:28].Cl[C:31]1[CH:36]=[CH:35][C:34]([N+:37]([O-:39])=[O:38])=[CH:33][C:32]=1[N+:40]([O-:42])=[O:41].C(=O)([O-])[O-].[K+].[K+]>CN1C(=O)CCC1.O>[CH3:1][N:2]([CH3:29])[C:3]1[C:4]([F:28])=[C:5]([F:27])[C:6]([O:11][CH2:12][C:13]([F:26])([F:25])[C:14]([F:23])([F:24])[C:15]([F:21])([F:22])[C:16]([F:19])([F:20])[CH2:17][O:18][C:35]2[CH:36]=[CH:31][C:32]([N+:40]([O-:42])=[O:41])=[CH:33][C:34]=2[N+:37]([O-:39])=[O:38])=[C:7]([F:10])[C:8]=1[F:9] |f:2.3.4|. Reported procedure: N,N-Dimethyl-4-(6-hydroxy-2,2,3,3,4,4,5,5-octafluorohexyloxy)-2,3,5,6-tetrafluorobenzeneamine (1.05 g) was treated with 1-chloro-2,4-dinitrobenzene (0.51 g) and potassium carbonate (0.35 g) in NMP (5 mL) at 80° C. for 21.5 hrs. The mixture was diluted with water and extracted with ethyl ether. The extracts were washed with water and brine, dried (K2CO3), and concentrated to an orange oil. The oil was purified by chromatography to give N,N-dimethyl-4-[6-(2,4-dinitrophenoxy)-2,2,3,3,4,4,5,5-octafl...